From a dataset of the Open Reaction Database (ORD), a public repository of structured organic reaction records. describe an organic reaction: reactants, conditions, products, and yield Reactants: C(C)(C)(C)OC(NC1=C(C=C(C(=C1)N(C)CC1CC1)C(F)(F)F)[N+](=O)[O-])=O ([5-(cyclopropylmethyl-methyl-amino)-2-nitro-4-trifluoromethyl-phenyl]-carbamic acid tert.-butyl ester), O.O.Cl[Sn]Cl (SnCl2.2H2O). Yields the product C(C)(C)(C)OC(NC1=C(C=C(C(=C1)N(C)CC1CC1)C(F)(F)F)N)=O ([2-Amino-5-(cyclopropylmethyl-methyl-amino)-4-trifluoromethyl-phenyl]-carbamic acid tert.-butyl ester), solid. RXN SMILES: [C:1]([O:5][C:6](=[O:27])[NH:7][C:8]1[CH:13]=[C:12]([N:14]([CH2:16][CH:17]2[CH2:19][CH2:18]2)[CH3:15])[C:11]([C:20]([F:23])([F:22])[F:21])=[CH:10][C:9]=1[N+:24]([O-])=O)([CH3:4])([CH3:3])[CH3:2].O.O.Cl[Sn]Cl>>[C:1]([O:5][C:6](=[O:27])[NH:7][C:8]1[CH:13]=[C:12]([N:14]([CH2:16][CH:17]2[CH2:19][CH2:18]2)[CH3:15])[C:11]([C:20]([F:23])([F:22])[F:21])=[CH:10][C:9]=1[NH2:24])([CH3:4])([CH3:2])[CH3:3] |f:1.2.3|. Procedure details: The title compound was prepared from [5-(cyclopropylmethyl-methyl-amino)-2-nitro-4-trifluoromethyl-phenyl]-carbamic acid tert.-butyl ester (Example C16) (5.66 g, 14.5 mmol) by reduction with SnCl2.2H2O according to the general procedure J (method b). Obtained as yellow solid (4.7 g). Starting materials: ClC(Cl)(Cl)Cl, CCCCC[Si]1(c2ccccc2)CCC(C(=O)O)CC1, CN(C)c1ccncc1, Cl, Oc1ccc(OC(F)(F)F)cc1, c1ccc(P(c2ccccc2)c2ccccc2)cc1, c1ccncc1. Yields the product CCCCC[Si]1(c2ccccc2)CCC(C(=O)Oc2ccc(OC(F)(F)F)cc2)CC1. Reaction SMILES: [C:68]([Cl:69])([Cl:70])([Cl:71])[Cl:72].[CH2:1]([CH2:2][CH2:3][CH2:4][CH3:5])[Si:6]1([c:15]2[cH:16][cH:17][cH:18][cH:19][cH:20]2)[CH2:7][CH2:8][CH:9]([C:12](=[O:13])[OH:14])[CH2:10][CH2:11]1.[CH3:53][N:54]([CH3:55])[c:56]1[cH:57][cH:58][n:59][cH:60][cH:61]1.[ClH:52].[F:40][C:41]([O:42][c:43]1[cH:44][cH:45][c:46]([OH:49])[cH:47][cH:48]1)([F:50])[F:51].[c:21]1([P:22]([c:23]2[cH:24][cH:25][cH:26][cH:27][cH:28]2)[c:29]2[cH:30][cH:31][cH:32][cH:33][cH:34]2)[cH:35][cH:36][cH:37][cH:38][cH:39]1.[cH:62]1[cH:63][cH:64][n:65][cH:66][cH:67]1>>[CH2:1]([CH2:2][CH2:3][CH2:4][CH3:5])[Si:6]1([c:15]2[cH:16][cH:17][cH:18][cH:19][cH:20]2)[CH2:7][CH2:8][CH:9]([C:12](=[O:13])[O:14][c:46]2[cH:45][cH:44][c:43]([O:42][C:41]([F:40])([F:50])[F:51])[cH:48][cH:47]2)[CH2:10][CH2:11]1. Reactants: ClCCl, CCCc1c[nH]c2cc(CO)ccc12. Yields the product CCCc1c[nH]c2cc(C=O)ccc12. Reaction SMILES: [CH2:15]([Cl:16])[Cl:17].[OH:1][CH2:2][c:3]1[cH:4][cH:5][c:6]2[c:7]([CH2:12][CH2:13][CH3:14])[cH:8][nH:9][c:10]2[cH:11]1>>[O:1]=[CH:2][c:3]1[cH:4][cH:5][c:6]2[c:7]([CH2:12][CH2:13][CH3:14])[cH:8][nH:9][c:10]2[cH:11]1. Reactants: O1CC(CC1)CN1C(NCCC1)=N[N+](=O)[O-] (1-[(tetrahydro-3-furanyl) methyl]-2-(nitroimino)hexahydropyrimidine), [H-].[Na+] (sodium hydride), C(CC)(=O)Cl (propionyl chloride). Run in C(C)#N (acetonitrile). Run at temperature 50 celsius, time 30 minute. Product: C(C)C(=O)N1C(N(CCC1)CC1COCC1)=N[N+](=O)[O-] (1-(ethylcarbonyl)-2-(nitroimino)-3-[(tetrahydro-3-furanyl)methyl]hexahydropyrimidine). The yield is 19.5%. Reaction SMILES: [O:1]1[CH2:5][CH2:4][CH:3]([CH2:6][N:7]2[CH2:12][CH2:11][CH2:10][NH:9][C:8]2=[N:13][N+:14]([O-:16])=[O:15])[CH2:2]1.[H-].[Na+].[C:19](Cl)(=[O:22])[CH2:20][CH3:21]>C(#N)C>[CH2:20]([C:19]([N:9]1[CH2:10][CH2:11][CH2:12][N:7]([CH2:6][CH:3]2[CH2:4][CH2:5][O:1][CH2:2]2)[C:8]1=[N:13][N+:14]([O-:16])=[O:15])=[O:22])[CH3:21] |f:1.2|. Procedure: A mixture of 0.33 g of 1-[(tetrahydro-3-furanyl) methyl]-2-(nitroimino)hexahydropyrimidine, 0.07 g of sodium hydride (60%) and 10 ml of acetonitrile was stirred at 50° C. for 30 minutes. After this mixture was cooled on ice, 0.16 g of propionyl chloride was added dropwise thereto over 30 minutes, and the mixture was then stirred at room temperature for 2 hours. After the completion of reaction, insolubles were removed by filtration, and the filtrate was then concentrated under a reduced pressure... Starting materials: C[Si](C)(C)Br, ClC(Cl)Cl, COCCCN1C(=O)COc2ccc(CO)cc21. The product is COCCCN1C(=O)COc2ccc(CBr)cc21. As a reaction SMILES: [Br:19][Si:20]([CH3:21])([CH3:22])[CH3:23].[CH:24]([Cl:25])([Cl:26])[Cl:27].[OH:1][CH2:2][c:3]1[cH:4][cH:5][c:6]2[c:7]([cH:18]1)[N:8]([CH2:13][CH2:14][CH2:15][O:16][CH3:17])[C:9](=[O:12])[CH2:10][O:11]2>>[CH2:2]([c:3]1[cH:4][cH:5][c:6]2[c:7]([cH:18]1)[N:8]([CH2:13][CH2:14][CH2:15][O:16][CH3:17])[C:9](=[O:12])[CH2:10][O:11]2)[Br:19]. Reactants: C(C)(C)[N-]C=C[N-]C(C)C.[Li+].[Li+] (dilithium(N,N′-diisopropyl-1,2-vinylenediaminide)), Cl[SiH](Cl)Cl (trichlorosilane). Solvent: CCCCCC (hexane). Reaction conditions: time 16 hour. Yields the product Cl[SiH]1N(C=CN1C(C)C)C(C)C (2-chloro-1,3-diisopropyl-1,3-diaza-2-silacyclopent-4-ene). The yield is 34.0%. Reaction SMILES: [CH:1]([N-:4][CH:5]=[CH:6][N-:7][CH:8]([CH3:10])[CH3:9])([CH3:3])[CH3:2].[Li+].[Li+].[Cl:13][SiH:14](Cl)Cl>CCCCCC>[Cl:13][SiH:14]1[N:7]([CH:8]([CH3:10])[CH3:9])[CH:6]=[CH:5][N:4]1[CH:1]([CH3:3])[CH3:2] |f:0.1.2|. Procedure details: In an argon atmosphere, a dilithium(N,N′-diisopropyl-1,2-vinylenediaminide) solution prepared according to the procedure and reagent quantities described in Reference Example-7 was added to a hexane (200 mL) solution containing 25.00 g (184.6 mmol) of trichlorosilane, and the mixture was stirred at room temperature for 16 hours. Insoluble matters produced were separated by filtration, and the solvent was removed by distillation from the filtrate under atmospheric pressure. The obtained oily mate...